From a dataset of the Open Reaction Database (ORD), a public repository of structured organic reaction records. describe an organic reaction: reactants, conditions, products, and yield The reactants are CN(C)C1CN(C(=O)OC(C)(C)C)CCC1NC(=O)OCc1ccccc1, CO, [H][H], [OH-], [OH-], [Pd+2]. The product is CN(C)C1CN(C(=O)OC(C)(C)C)CCC1N. Reaction SMILES: [CH2:1]([O:2][C:3](=[O:4])[NH:11][CH:12]1[CH:13]([N:25]([CH3:26])[CH3:27])[CH2:14][N:15]([C:18](=[O:19])[O:20][C:21]([CH3:22])([CH3:23])[CH3:24])[CH2:16][CH2:17]1)[c:5]1[cH:6][cH:7][cH:8][cH:9][cH:10]1.[CH3:30][OH:31].[H:28][H:29].[OH-:32].[OH-:34].[Pd+2:33]>>[NH2:11][CH:12]1[CH:13]([N:25]([CH3:26])[CH3:27])[CH2:14][N:15]([C:18](=[O:19])[O:20][C:21]([CH3:22])([CH3:23])[CH3:24])[CH2:16][CH2:17]1. The reactants are Cc1cccc(F)c1C(=O)O, O, O=[N+]([O-])O, O=S(=O)(O)O. Product: Cc1c([N+](=O)[O-])ccc(F)c1C(=O)O. As a reaction SMILES: [F:5][c:6]1[c:7]([C:8](=[O:9])[OH:10])[c:11]([CH3:15])[cH:12][cH:13][cH:14]1.[OH2:16].[OH:1][N+:2]([O-:3])=[O:4].[S:17](=[O:18])(=[O:19])([OH:20])[OH:21]>>[O-:1][N+:2](=[O:4])[c:12]1[c:11]([CH3:15])[c:7]([C:8](=[O:9])[OH:10])[c:6]([F:5])[cH:14][cH:13]1. The reactants are O1C(CCCC1)N1N=C(C2=CC(=CC=C12)C1=NN(C=N1)C(C1=CC=CC=C1)(C1=CC=CC=C1)C1=CC=CC=C1)C=1C=C(C=CC1)N (3-{1-perhydro-2H-pyran-2-yl-5-[1-(triphenylmethyl)(1,2,4-triazol-3-yl)]-1H-indazole-3-yl}phenylamine), C(C)(=O)OC(C)=O (acetic anhydride), [OH-].[Na+] (sodium hydroxide), O (Water). Run in C(C)(=O)O (acetic acid). Conditions: time 3 hour. Product: N1N=C(N=C1)C=1C=C2C(=NNC2=CC1)C=1C=C(C=CC1)NC(C)=O (N-[3-(5-(1H-1,2,4-TRIAZOL-3-YL)-1H-INDAZOL-3-YL)PHENYL]ACETAMIDE). As a reaction SMILES: O1CCCCC1[N:7]1[C:15]2[C:10](=[CH:11][C:12]([C:16]3[N:20]=[CH:19][N:18](C(C4C=CC=CC=4)(C4C=CC=CC=4)C4C=CC=CC=4)[N:17]=3)=[CH:13][CH:14]=2)[C:9]([C:40]2[CH:41]=[C:42]([NH2:46])[CH:43]=[CH:44][CH:45]=2)=[N:8]1.[C:47](OC(=O)C)(=[O:49])[CH3:48].O.[OH-].[Na+]>C(O)(=O)C>[NH:18]1[CH:19]=[N:20][C:16]([C:12]2[CH:11]=[C:10]3[C:15](=[CH:14][CH:13]=2)[NH:7][N:8]=[C:9]3[C:40]2[CH:41]=[C:42]([NH:46][C:47](=[O:49])[CH3:48])[CH:43]=[CH:44][CH:45]=2)=[N:17]1 |f:3.4|. Procedure details: To a solution 3-{1-perhydro-2H-pyran-2-yl-5-[1-(triphenylmethyl)(1,2,4-triazol-3-yl)]-1H-indazole-3-yl}phenylamine (0.200 g, 0.63 mmol), in acetic acid (6.0 mL) was added acetic anhydride (0.178 mL, 1.89 mmol). The reaction mixture was heated to reflux temperature for 12 hours. Water was added (10 mL) and the mixture was neutralized with 2.0 N aqueous sodium hydroxide. The product was extracted with ethyl acetate and concentrated to dryness. The crude oil was dissolved in 4 mL of ethanol and tre... Reactants: C(C)(C)(C)OC(NC=1N(C(C([C@@](N1)(C)C1=C(C=CC(=C1)Br)F)(C)C)=O)C)=O ([(S)-4-(5-bromo-2-fluoro-phenyl)-1,4,5,5-tetramethyl-6-oxo-1,4,5,6-tetrahydro-pyrimidin-2-yl]-carbamic acid tert-butyl ester), C(C)(C)(C)OC(NC=1N(C(C([C@@](N1)(C)C1=C(C=CC(=C1)Br)F)(C)C)=O)C)=O ([(S)-4-(5-bromo-2-fluoro-phenyl)-1,4,5,5-tetramethyl-6-oxo-1,4,5,6-tetrahydro-pyrimidin-2-yl]-carbamic acid tert-butyl ester), FC(OC1=C(C=CC=C1)N)(F)F (o-(trifluoromethoxy)phenylamine). Yields the product NC1=N[C@](C(C(N1C)=O)(C)C)(C)C1=C(C=CC(=C1)NC1=C(C=CC=C1)OC(F)(F)F)F ((S)-2-Amino-6-(2-fluoro-5-(2-(trifluoromethoxy)phenylamino)phenyl)-3,5,5,6-tetramethyl-5,6-dihydropyrimidin-4(3H)-one). Reaction SMILES: C(OC(=O)[NH:7][C:8]1[N:9]([CH3:26])[C:10](=[O:25])[C:11]([CH3:24])([CH3:23])[C@:12]([C:15]2[CH:20]=[C:19](Br)[CH:18]=[CH:17][C:16]=2[F:22])([CH3:14])[N:13]=1)(C)(C)C.[F:28][C:29]([F:39])([F:38])[O:30][C:31]1[CH:36]=[CH:35][CH:34]=[CH:33][C:32]=1[NH2:37]>>[NH2:7][C:8]1[N:9]([CH3:26])[C:10](=[O:25])[C:11]([CH3:23])([CH3:24])[C@:12]([C:15]2[CH:20]=[C:19]([NH:37][C:32]3[CH:33]=[CH:34][CH:35]=[CH:36][C:31]=3[O:30][C:29]([F:28])([F:38])[F:39])[CH:18]=[CH:17][C:16]=2[F:22])([CH3:14])[N:13]=1. Procedure: The coupling of [(S)-4-(5-bromo-2-fluoro-phenyl)-1,4,5,5-tetramethyl-6-oxo-1,4,5,6-tetrahydro-pyrimidin-2-yl]-carbamic acid tert-butyl ester (intermediate E8) and o-(trifluoromethoxy)phenylamine according to procedure A followed by deprotection yielded the title compound as a white solid. MS (ESI): m/z=439.3 [M+H]+.